Dataset: the Open Reaction Database (ORD), a public repository of structured organic reaction records. Task: describe an organic reaction: reactants, conditions, products, and yield The reactants are solution, Cl (hydrogen chloride), COC=1C=C(C=CC1)CCC1=C(OC[C@H]2CN(CCO2)C)C=CC=C1 ((R)-2-{2-[2-(3-methoxyphenyl)ethyl]phenoxymethyl}-4-methylmorpholine), C(C)(=O)OCC (ethyl acetate). Solvent: O1CCOCC1 (dioxane). Yields the product Cl.COC=1C=C(C=CC1)CCC1=C(OC[C@H]2CN(CCO2)C)C=CC=C1 ((R)-2-{2-[2-(3-Methoxyphenyl)ethyl]phenoxymethyl}-4-methylmorpholine hydrochloride). Yield: 94.0%. As a reaction SMILES: [ClH:1].[CH3:2][O:3][C:4]1[CH:5]=[C:6]([CH2:10][CH2:11][C:12]2[CH:26]=[CH:25][CH:24]=[CH:23][C:13]=2[O:14][CH2:15][C@@H:16]2[O:21][CH2:20][CH2:19][N:18]([CH3:22])[CH2:17]2)[CH:7]=[CH:8][CH:9]=1.C(OCC)(=O)C>O1CCOCC1>[ClH:1].[CH3:2][O:3][C:4]1[CH:5]=[C:6]([CH2:10][CH2:11][C:12]2[CH:26]=[CH:25][CH:24]=[CH:23][C:13]=2[O:14][CH2:15][C@@H:16]2[O:21][CH2:20][CH2:19][N:18]([CH3:22])[CH2:17]2)[CH:7]=[CH:8][CH:9]=1 |f:4.5|. Reported procedure: 0.25 ml of a 4N solution of hydrogen chloride in dioxane was added to a solution of 310 mg of (R)-2-{2-[2-(3-methoxyphenyl)ethyl]phenoxymethyl}-4-methylmorpholine [prepared as described in step (a) above] in a small amount of ethyl acetate, and the resulting mixture was allowed to stand at room temperature. The crystals which precipitated were collected by filtration and dried invacuo, to give 323 mg (yield 94%) of the title compound as colorless needles, melting at 184°-185° C. The reactants are C(C)(=O)OCCCN1C(N(C2=C(C1=O)N(C(=C2C)C2=CC(=CC=C2)OC(F)(F)F)CC2=CC=C(C=C2)Cl)C)=O (3-(5-(4-chlorobenzyl)-1,7-dimethyl-2,4-dioxo-6-(3-(trifluoromethoxy)phenyl)-1H-pyrrolo[3,2-d]pyrimidin-3(2H,4H,5H)-yl)propyl acetate), O[Li].O (LiOH.H2O). Solvent: C1CCOC1 (THF), O (water), C(Cl)Cl (DCM), O (water). Reaction conditions: time 30 minute. Product: ClC1=CC=C(CN2C(=C(C=3N(C(N(C(C32)=O)CCCO)=O)C)C)C3=CC(=CC=C3)OC(F)(F)F)C=C1 (5-(4-chlorobenzyl)-3-(3-hydroxypropyl)-1,7-dimethyl-6-(3-(trifluoromethoxy)phenyl)-1H-pyrrolo[3,2-d]pyrimidine-2,4 (3H,5H)-dione). Isolated yield 13.6%. As a reaction SMILES: C([O:4][CH2:5][CH2:6][CH2:7][N:8]1[C:13](=[O:14])[C:12]2[N:15]([CH2:30][C:31]3[CH:36]=[CH:35][C:34]([Cl:37])=[CH:33][CH:32]=3)[C:16]([C:19]3[CH:24]=[CH:23][CH:22]=[C:21]([O:25][C:26]([F:29])([F:28])[F:27])[CH:20]=3)=[C:17]([CH3:18])[C:11]=2[N:10]([CH3:38])[C:9]1=[O:39])(=O)C.O[Li].O>C1COCC1.O.C(Cl)Cl>[Cl:37][C:34]1[CH:35]=[CH:36][C:31]([CH2:30][N:15]2[C:12]3[C:13](=[O:14])[N:8]([CH2:7][CH2:6][CH2:5][OH:4])[C:9](=[O:39])[N:10]([CH3:38])[C:11]=3[C:17]([CH3:18])=[C:16]2[C:19]2[CH:24]=[CH:23][CH:22]=[C:21]([O:25][C:26]([F:27])([F:28])[F:29])[CH:20]=2)=[CH:32][CH:33]=1 |f:1.2|. Procedure details: To a solution of 3-(5-(4-chlorobenzyl)-1,7-dimethyl-2,4-dioxo-6-(3-(trifluoromethoxy)phenyl)-1H-pyrrolo[3,2-d]pyrimidin-3(2H,4H,5H)-yl)propyl acetate (120 mg, 0.212 mmol) in THF (5 mL) and water (5 mL) was added LiOH.H2O (17.9 mg, 0.425 mmol). The reaction was stirred at RT for 30 min then diluted with DCM (5 mL) and water (5 mL). The organic layer was dried over Na2SO4 and concentrated to a residue which was purified by Prep HPLC to give 5-(4-chlorobenzyl)-3-(3-hydroxypropyl)-1,7-dimethyl-6-(3-... The reactants are COC=1C=C(C=C(C1)OC)N1C(N(C2=NC(=NC=C2C1)S(=O)C)CC)=O (3-(3,5-dimethoxy-phenyl)-1-ethyl-7-methanesulfinyl-3,4-dihydro-pyrimido[4,5-d]pyrimidin-2(1H)-one), N1=CC=C(C=C1)CNCCN (N-(4-picolyl)ethylenediamine). Yields the product COC=1C=C(C=C(C1)OC)N1C(N(C2=NC(=NC=C2C1)NCCNCC1=CC=NC=C1)CC)=O (3-(3,5-Dimethoxy-phenyl)-1-ethyl-7-{2-[(pyridin-4-ylmethyl)-amino]-ethylamino}-3,4-dihydro-pyrimido[4,5-d]pyrimidin-2(1H)-one). The yield is 25.0%. As a reaction SMILES: [CH3:1][O:2][C:3]1[CH:4]=[C:5]([N:11]2[CH2:20][C:19]3[C:14](=[N:15][C:16](S(C)=O)=[N:17][CH:18]=3)[N:13]([CH2:24][CH3:25])[C:12]2=[O:26])[CH:6]=[C:7]([O:9][CH3:10])[CH:8]=1.[N:27]1[CH:32]=[CH:31][C:30]([CH2:33][NH:34][CH2:35][CH2:36][NH2:37])=[CH:29][CH:28]=1>>[CH3:1][O:2][C:3]1[CH:4]=[C:5]([N:11]2[CH2:20][C:19]3[C:14](=[N:15][C:16]([NH:37][CH2:36][CH2:35][NH:34][CH2:33][C:30]4[CH:29]=[CH:28][N:27]=[CH:32][CH:31]=4)=[N:17][CH:18]=3)[N:13]([CH2:24][CH3:25])[C:12]2=[O:26])[CH:6]=[C:7]([O:9][CH3:10])[CH:8]=1. Procedure details: Using the general procedure above, 3-(3,5-dimethoxy-phenyl)-1-ethyl-7-methanesulfinyl-3,4-dihydro-pyrimido[4,5-d]pyrimidin-2(1H)-one and 0.1317 g (0.871 mmol) of N-(4-picolyl)ethylenediamine were reacted. The residue was chromatographed over silica gel, eluting with ethyl acetate/ethanol/triethylamine (9:2:1 v/v/v), to give 0.0307 g (25%) of the title compound: HPLC=87% pure. Starting materials: O (water), C(CC)(=O)Cl (Propionyl chloride), [Cl-].[Al+3].[Cl-].[Cl-] (aluminium chloride), C1(=CC=CC=C1)C(C)C (cumene). Solvent: C(=S)=S (carbon disulfide). Run at time 30 minute. Yields the product C(C)(C)C1=CC=C(C=C1)C(CC)=O (1-(4-isopropylphenyl)propan-1-one). The yield is 112.1%. As a reaction SMILES: [C:1](Cl)(=[O:4])[CH2:2][CH3:3].[Cl-].[Al+3].[Cl-].[Cl-].[C:10]1([CH:16]([CH3:18])[CH3:17])[CH:15]=[CH:14][CH:13]=[CH:12][CH:11]=1.O>C(=S)=S>[CH:16]([C:10]1[CH:15]=[CH:14][C:13]([C:1](=[O:4])[CH2:2][CH3:3])=[CH:12][CH:11]=1)([CH3:18])[CH3:17] |f:1.2.3.4|. Procedure details: Propionyl chloride (11.6 g, 125 mmol) was dropwise added to a suspension of aluminium chloride (16.7 g, 125 mmol) and cumene (18.0 g, 150 mmol) in carbon disulfide (30 mL) at −5° C., and the mixture was stirred for 30 minutes at room temperature. The reaction mixture was poured into water with ice, and the organic layer was separated, washed with an aqueous saturated sodium hydrogencarbonate and water, dried over magnesium sulfate, filtered, and concentrated under reduced pressure to obtain 1-(4... Reactants: ClC=1C(=NC=C(C(=O)O)C1)Cl (5,6-Dichloronicotinic acid), CC(C)(C)[O-].[K+] (KOtBu), Cl (HCl). Run in O (water), C(C)(C)O (isopropanol). Run at temperature 80 celsius. The product is ClC=1C(=NC=C(C(=O)O)C1)OC(C)C (5-chloro-6-isopropoxy-nicotinic acid). RXN SMILES: [Cl:1][C:2]1[C:3](Cl)=[N:4][CH:5]=[C:6]([CH:10]=1)[C:7]([OH:9])=[O:8].[CH3:12][C:13]([O-:16])(C)[CH3:14].[K+].Cl>C(O)(C)C.O>[Cl:1][C:2]1[C:3]([O:16][CH:13]([CH3:14])[CH3:12])=[N:4][CH:5]=[C:6]([CH:10]=1)[C:7]([OH:9])=[O:8] |f:1.2|. Procedure details: 5,6-Dichloronicotinic acid (1.95 g, 10 mmol) is added to a solution of KOtBu (2.28 g, 20 mmol) in isopropanol (20 mL). The mixture is heated at 80° C. for 15 h. The mixture is diluted with water (60 mL) and acidified with 1M aq. HCl. The aq. solution is extracted with ether (5×50 mL) and the combined org. extracts are dried (Na2SO4), filtered and evaporated to provide 5-chloro-6-isopropoxy-nicotinic acid; 1H NMR (d6-DMSO) δ 1.38 (d, J=6.2 Hz, 7H), 5.44 (hept, J=6.2 Hz, 1H), 8.18 (d, J=2.1 Hz, 1H...